Dataset: the Open Reaction Database (ORD), a public repository of structured organic reaction records. Task: describe an organic reaction: reactants, conditions, products, and yield Starting materials: C(C)(C)C1=COC2=C1C=CC=C2 (3-isopropylbenzofuran), CN(C)C=O (DMF), [Li]CCCC (nBuLi). Run in C1CCOC1 (THF). Reaction conditions: time 30 minute. Product: C(C)(C)C1=C(OC2=C1C=CC=C2)C=O (3-isopropylbenzofuran-2-carbaldehyde), oil. The yield is 85.0%. Reaction SMILES: [CH:1]([C:4]1[C:8]2[CH:9]=[CH:10][CH:11]=[CH:12][C:7]=2[O:6][CH:5]=1)([CH3:3])[CH3:2].[Li]CCCC.CN([CH:21]=[O:22])C>C1COCC1>[CH:1]([C:4]1[C:8]2[CH:9]=[CH:10][CH:11]=[CH:12][C:7]=2[O:6][C:5]=1[CH:21]=[O:22])([CH3:3])[CH3:2]. Reported procedure: To a cooled (0° C.) solution of 3-isopropylbenzofuran (250 mg, 1.56 mmol) in THF (1 mL) is added nBuLi (2 mL, 2 mmol) drop wise and the reaction is stirred for 30 minutes. DMF (1 mL) was added to the reaction and stirred at room temperature overnight. The solution is placed in an ice bath and carefully quenched with 5% aqueous HCl solution (2 mL), and extracted with ethyl acetate (3×5 mL), dried over sodium sulfate and concentrated. The product was purified on silica with 100% hexanes to yield t...